Dataset: the Open Reaction Database (ORD), a public repository of structured organic reaction records. Task: describe an organic reaction: reactants, conditions, products, and yield Reaction conditions: time 5 hour. Reported procedure: To a suspension of 1.20 g of 4-chloro-1-[2-(4-piperidyl)ethyl]-1H-imidazo-[4,5-c]quinoline trifluoroacetate and 0.77 g of potassium carbonate in 6 ml of N,N-dimethylformamide, 0.30 ml of n-butyl bromide was added dropwise at room temperature, and the mixture was stirred for 5 hours. The reaction mixture was adjusted to pH 10 with 10% aqueous sodium hydroxide solution, and extracted with ethyl acetate. The extract was washed successively with water and saturated brine, and dried, and then the sol... Reaction SMILES: F[C:2](F)(F)[C:3](O)=O.[Cl:8][C:9]1[C:18]2[N:19]=[CH:20][N:21]([CH2:22][CH2:23][CH:24]3[CH2:29]CNC[CH2:25]3)[C:17]=2[C:16]2[CH:15]=[CH:14][CH:13]=[CH:12][C:11]=2[N:10]=1.[C:30](=O)([O-])[O-].[K+].[K+].[OH-].[Na+].[CH3:38][N:39]([CH3:42])[CH:40]=O>C(Br)CCC>[ClH:8].[CH2:38]([N:39]1[CH2:42][CH2:25][CH:24]([CH2:23][CH2:22][N:21]2[C:17]3[C:16]4[CH:15]=[CH:14][CH:13]=[CH:12][C:11]=4[N:10]=[C:9]([Cl:8])[C:18]=3[N:19]=[CH:20]2)[CH2:29][CH2:40]1)[CH2:30][CH2:2][CH3:3] |f:0.1,2.3.4,5.6,9.10|. Starting materials: FC(C(=O)O)(F)F.ClC1=NC=2C=CC=CC2C2=C1N=CN2CCC2CCNCC2 (4-chloro-1-[2-(4-piperidyl)ethyl]-1H-imidazo-[4,5-c]quinoline trifluoroacetate), C([O-])([O-])=O.[K+].[K+] (potassium carbonate), CN(C=O)C (N,N-dimethylformamide), [OH-].[Na+] (sodium hydroxide). The product is Cl.C(CCC)N1CCC(CC1)CCN1C=NC=2C(=NC=3C=CC=CC3C21)Cl (1-[2-(N-n-Butyl-4-piperidyl)ethyl]-4-chloro-1H-imidazo[4,5-c]quinoline Hydrochloride). Run in C(CCC)Br (n-butyl bromide). Starting materials: CC(Cl)c1cccnc1, O=S(=O)(N1CCCCC1)N1CCNCC1. Reagents/catalysts: O=C([O-])[O-].[Cs+].[Cs+] (cesium carbonate), [I-].[K+] (potassium iodide). Run in CN(C)C=O (DMF), CN(C)C=O (dmf), CN(C)C=O (DMF). Run at temperature 70 celsius, time 16 hour. Yields the product CC(c1cccnc1)N1CCN(S(=O)(=O)N2CCCCC2)CC1. The reactants are C, CCO, COc1ccc(C=C2SC(=O)NC2=O)cc1C(=O)NCc1ccc(C(F)(F)F)cc1, [Pd]. Product: COc1ccc(CC2SC(=O)NC2=O)cc1C(=O)NCc1ccc(C(F)(F)F)cc1. As a reaction SMILES: [C:31].[CH3:33][CH2:34][OH:35].[F:1][C:2]([c:3]1[cH:4][cH:5][c:6]([CH2:7][NH:8][C:9]([c:10]2[c:11]([O:24][CH3:25])[cH:12][cH:13][c:14]([CH:16]=[C:17]3[C:18](=[O:23])[NH:19][C:20](=[O:22])[S:21]3)[cH:15]2)=[O:26])[cH:27][cH:28]1)([F:29])[F:30].[Pd:32]>>[F:1][C:2]([c:3]1[cH:4][cH:5][c:6]([CH2:7][NH:8][C:9]([c:10]2[c:11]([O:24][CH3:25])[cH:12][cH:13][c:14]([CH2:16][CH:17]3[C:18](=[O:23])[NH:19][C:20](=[O:22])[S:21]3)[cH:15]2)=[O:26])[cH:27][cH:28]1)([F:29])[F:30]. Reactants: N1CCNCCNCC1 (1,4,7-triazacyclononane), BrCC(=O)OCC (ethyl bromoacetate). The product is C(C)OC(=O)CN1CCN(CCN(CC1)CC(=O)OCC)CC(=O)OCC (N,N′,N″-Tris(ethoxycarbonylmethyl)-1,4,7-triazacyclononane). RXN SMILES: [NH:1]1[CH2:9][CH2:8][NH:7][CH2:6][CH2:5][NH:4][CH2:3][CH2:2]1.Br[CH2:11][C:12]([O:14][CH2:15][CH3:16])=[O:13]>>[CH2:15]([O:14][C:12]([CH2:11][N:1]1[CH2:9][CH2:8][N:7]([CH2:11][C:12]([O:14][CH2:15][CH3:16])=[O:13])[CH2:6][CH2:5][N:4]([CH2:11][C:12]([O:14][CH2:15][CH3:16])=[O:13])[CH2:3][CH2:2]1)=[O:13])[CH3:16]. Reported procedure: From 1,4,7-triazacyclononane (1.1.3), ethyl bromoacetate and base. The yield is 55.7%. Procedure details: A mixture of 7-benzyl-4-hydroxy-1-iodo-8-oxo-7,8-dihydro-[2,7]naphthyridine-3-carboxylic acid methyl ester (117 mg, 0.27 mmol), 5-fluoropyridine-3-boronic acid (45 mg, 0.32 mmol), Cs2CO3 (175 mg, 0.54 mmol) and Pd(PPh3)4 (31 mg, 0.027 mmol) in 5 mL of DMF was heated at 100° C. for 16 h under N2 atmosphere. After the mixture was cooled to r.t., EtOAc (50 mL) and brine (10 mL) were added. 1 M HCl was added with stirring until pH was about 4. The aqueous layer was extracted with additional EtOAc, a... As a reaction SMILES: [CH3:1][O:2][C:3]([C:5]1[N:6]=[C:7](I)[C:8]2[C:9](=[O:23])[N:10]([CH2:16][C:17]3[CH:22]=[CH:21][CH:20]=[CH:19][CH:18]=3)[CH:11]=[CH:12][C:13]=2[C:14]=1[OH:15])=[O:4].[F:25][C:26]1[CH:27]=[C:28](B(O)O)[CH:29]=[N:30][CH:31]=1.C([O-])([O-])=O.[Cs+].[Cs+].Cl>CN(C=O)C.[Cl-].[Na+].O.C1C=CC([P]([Pd]([P](C2C=CC=CC=2)(C2C=CC=CC=2)C2C=CC=CC=2)([P](C2C=CC=CC=2)(C2C=CC=CC=2)C2C=CC=CC=2)[P](C2C=CC=CC=2)(C2C=CC=CC=2)C2C=CC=CC=2)(C2C=CC=CC=2)C2C=CC=CC=2)=CC=1.CCOC(C)=O>[CH3:1][O:2][C:3]([C:5]1[N:6]=[C:7]([C:28]2[CH:29]=[N:30][CH:31]=[C:26]([F:25])[CH:27]=2)[C:8]2[C:9](=[O:23])[N:10]([CH2:16][C:17]3[CH:22]=[CH:21][CH:20]=[CH:19][CH:18]=3)[CH:11]=[CH:12][C:13]=2[C:14]=1[OH:15])=[O:4] |f:2.3.4,7.8.9,^1:53,55,74,93|. Solvent: [Cl-].[Na+].O (brine), CCOC(=O)C (EtOAc), CN(C)C=O (DMF). Run at temperature 100 celsius. Reagents/catalysts: C=1C=CC(=CC1)[P](C=2C=CC=CC2)(C=3C=CC=CC3)[Pd]([P](C=4C=CC=CC4)(C=5C=CC=CC5)C=6C=CC=CC6)([P](C=7C=CC=CC7)(C=8C=CC=CC8)C=9C=CC=CC9)[P](C=1C=CC=CC1)(C=1C=CC=CC1)C=1C=CC=CC1 (Pd(PPh3)4). Product: COC(=O)C=1N=C(C=2C(N(C=CC2C1O)CC1=CC=CC=C1)=O)C=1C=NC=C(C1)F (7-Benzyl-1-(5-fluoro-pyridin-3-yl)-4-hydroxy-8-oxo-7,8-dihydro-[2,7]naphthyridine-3-carboxylic acid methyl ester). The reactants are COC(=O)C=1N=C(C=2C(N(C=CC2C1O)CC1=CC=CC=C1)=O)I (7-benzyl-4-hydroxy-1-iodo-8-oxo-7,8-dihydro-[2,7]naphthyridine-3-carboxylic acid methyl ester), FC=1C=C(C=NC1)B(O)O (5-fluoropyridine-3-boronic acid), C(=O)([O-])[O-].[Cs+].[Cs+] (Cs2CO3), Cl (HCl). Reactants: C1(=CC=CC=C1)C(N1CCC(CC1)NCC1=CC2=C(C=C1)OCO2)C2=CC=CC=C2 (1-(diphenylmethyl)-N-[3,4-(methylenedioxy)benzyl]-4-piperidinamine), C(\C=C/C(=O)O)(=O)O (maleic acid). RXN SMILES: [C:1]1([CH:7]([C:25]2[CH:30]=[CH:29][CH:28]=[CH:27][CH:26]=2)[N:8]2[CH2:13][CH2:12][CH:11]([NH:14][CH2:15][C:16]3[CH:21]=[CH:20][C:19]4[O:22][CH2:23][O:24][C:18]=4[CH:17]=3)[CH2:10][CH2:9]2)[CH:6]=[CH:5][CH:4]=[CH:3][CH:2]=1.[C:31]([OH:38])(=[O:37])/[CH:32]=[CH:33]\[C:34]([OH:36])=[O:35]>C(OCC)C>[C:31]([OH:38])(=[O:37])/[CH:32]=[CH:33]\[C:34]([OH:36])=[O:35].[C:25]1([CH:7]([C:1]2[CH:6]=[CH:5][CH:4]=[CH:3][CH:2]=2)[N:8]2[CH2:13][CH2:12][CH:11]([NH:14][CH2:15][C:16]3[CH:21]=[CH:20][C:19]4[O:22][CH2:23][O:24][C:18]=4[CH:17]=3)[CH2:10][CH2:9]2)[CH:26]=[CH:27][CH:28]=[CH:29][CH:30]=1 |f:3.4|. Procedure details: 4.85 Parts of 1-(diphenylmethyl)-N-[3,4-(methylenedioxy)benzyl]-4-piperidinamine is dissolved in 150 parts by volume of anhydrous ethyl ether and to this solution is added a solution of 1.5 part of maleic acid in 150 parts by volume of ethyl ether. The resultant mixture is filtered, and the solid washed several times with ethyl ether. The solid is recrystallized from acetonitrile to yield, as colorless needles, 1-(diphenylmethyl)-N-[3,4-(methylenedioxy)benzyl]-4-piperidinamine maleate melting at... Product: C(\C=C/C(=O)O)(=O)O.C1(=CC=CC=C1)C(N1CCC(CC1)NCC1=CC2=C(C=C1)OCO2)C2=CC=CC=C2 (1-(diphenylmethyl)-N-[3,4-(methylenedioxy)benzyl]-4-piperidinamine maleate). Solvent: C(C)OCC (ethyl ether), C(C)OCC (ethyl ether).